Dataset: the Open Reaction Database (ORD), a public repository of structured organic reaction records. Task: describe an organic reaction: reactants, conditions, products, and yield Starting materials: ClC1=NC=C(C=C1Cl)Cl (2,3,5-trichloropyridine), S1(=O)(=O)CCCC1 (sulfolane), [F-].[K+].[F-].[Cs+] (potassium fluoride cesium fluoride), C([O-])([O-])=O.[K+].[K+] (potassium carbonate), S1(=O)(=O)CCCC1 (sulfolane). Reagents/catalysts: [Br-].C(CCCCCCC)[P+](CCCCCCCC)(CCCCCCCC)CCCCCCCC (tetra-n-octylphosphonium bromide). Run at temperature 215 celsius. Yields the product ClC=1C(=NC=C(C1)Cl)F (3,5-dichloro-2-fluoropyridine). Yield: 0.5%. Reaction SMILES: S1(CCCC1)(=O)=O.[F-:8].[K+].[F-].[Cs+].C(=O)([O-])[O-].[K+].[K+].Cl[C:19]1[C:24]([Cl:25])=[CH:23][C:22]([Cl:26])=[CH:21][N:20]=1>[Br-].C([P+](CCCCCCCC)(CCCCCCCC)CCCCCCCC)CCCCCCC>[Cl:25][C:24]1[C:19]([F:8])=[N:20][CH:21]=[C:22]([Cl:26])[CH:23]=1 |f:1.2.3.4,5.6.7,9.10|. Reported procedure: 850 g of sulfolane, 204.3 g (3.3 mol) of potassium fluoride/cesium fluoride (9:1), 7.5 g of potassium carbonate and 20.4 g of tetra-n-octylphosphonium bromide as the phase transfer catalyst were azeotropically dried by removal of about 100 g of sulfolane by distillation (170° C.). 273.5 g (1.5 mol) of 2,3,5-trichloropyridine were then added at 190° C. and the reaction mixture was heated to 215° C. After about 2 h reflux commenced. This was maintained for 20 h, and all the substance which boiled ... The reactants are O=C(n1ccnc1)n1ccnc1, CCOC(=O)CC(=O)[O-], [Cl-], [Cl-], [K+], [Mg+2], C1CCOC1, O, O=C(O)c1cccs1. The product is CCOC(=O)CC(=O)c1cccs1. Reaction SMILES: [C:9]([n:10]1[cH:11][cH:12][n:13][cH:14]1)([n:15]1[cH:16][cH:17][n:18][cH:19]1)=[O:20].[CH2:24]([CH3:25])[O:26][C:27]([CH2:28][C:29]([O-:30])=[O:31])=[O:32].[Cl-:21].[Cl-:23].[K+:33].[Mg+2:22].[O:34]1[CH2:35][CH2:36][CH2:37][CH2:38]1.[OH2:39].[s:1]1[c:2]([C:6](=[O:7])[OH:8])[cH:3][cH:4][cH:5]1>>[s:1]1[c:2]([C:6](=[O:8])[CH2:28][C:27]([O:26][CH2:24][CH3:25])=[O:32])[cH:3][cH:4][cH:5]1. The reactants are C(C)(=O)NC1=C(C=CC(=O)OC)C=CC=C1[N+](=O)[O-] (Methyl 2-acetamido-3-nitrocinnamate), C(=O)(O)[O-].[Na+] (NaHCO3). The solvent is Cl (HCl). The product is [N+](=O)([O-])C=1C=CC=C2C=CC(NC12)=O (1,2-Dihydro-8-nitroquinolin-2-one). Reaction SMILES: C([NH:4][C:5]1[C:16]([N+:17]([O-:19])=[O:18])=[CH:15][CH:14]=[CH:13][C:6]=1[CH:7]=[CH:8][C:9](OC)=[O:10])(=O)C.C([O-])(O)=O.[Na+]>Cl>[N+:17]([C:16]1[CH:15]=[CH:14][CH:13]=[C:6]2[C:5]=1[NH:4][C:9](=[O:10])[CH:8]=[CH:7]2)([O-:19])=[O:18] |f:1.2|. Procedure: Methyl 2-acetamido-3-nitrocinnamate, as described above in Step B, (5.76 g, 21.8 mmol) was dissolved in 3 N aqueous HCl (220 mL) and the solution was heated at reflux for 72 hours, cooled, neutralized with NaHCO3 and extracted with CH2Cl2 (3×). The combined organic extracts were dried over Na2SO4, filtered and concentrated in vacuo, to yield the above-titled compound.